describe an organic reaction: reactants, conditions, products, and yield From a dataset of the Open Reaction Database (ORD), a public repository of structured organic reaction records. Reactants: COC(=O)C=1SC(=CC1OC(C)C1=C(C=CC=C1)Cl)C=1C(=NC=C(C1)Br)N (5-(2-Amino-5-bromo-pyridin-3-yl)-3-[1-(2-chloro-phenyl)-ethoxy]-thiophene-2-carboxylic acid methyl ester), ClC=1C=C(C=CC1)B(O)O (3-chlorophenyl boronic acid), C(=O)([O-])[O-].[K+].[K+] (K2CO3). The reagents and catalysts are C=1C=CC(=CC1)[P](C=2C=CC=CC2)(C=3C=CC=CC3)[Pd]([P](C=4C=CC=CC4)(C=5C=CC=CC5)C=6C=CC=CC6)([P](C=7C=CC=CC7)(C=8C=CC=CC8)C=9C=CC=CC9)[P](C=1C=CC=CC1)(C=1C=CC=CC1)C=1C=CC=CC1 (Pd(PPh3)4). The solvent is CCO (EtOH), C1(=CC=CC=C1)C (toluene). The product is COC(=O)C=1SC(=CC1OC(C)C1=C(C=CC=C1)Cl)C=1C(=NC=C(C1)C1=CC(=CC=C1)Cl)N (5-[2-Amino-5-(3-chloro-phenyl)-pyridin-3-yl]-3-[1-(2-chloro-phenyl)-ethoxy]-thiophene-2-carboxylic acid methyl ester). The yield is 42.3%. RXN SMILES: [CH3:1][O:2][C:3]([C:5]1[S:6][C:7]([C:20]2[C:21]([NH2:27])=[N:22][CH:23]=[C:24](Br)[CH:25]=2)=[CH:8][C:9]=1[O:10][CH:11]([C:13]1[CH:18]=[CH:17][CH:16]=[CH:15][C:14]=1[Cl:19])[CH3:12])=[O:4].[Cl:28][C:29]1[CH:30]=[C:31](B(O)O)[CH:32]=[CH:33][CH:34]=1.C([O-])([O-])=O.[K+].[K+]>C1(C)C=CC=CC=1.CCO.C1C=CC([P]([Pd]([P](C2C=CC=CC=2)(C2C=CC=CC=2)C2C=CC=CC=2)([P](C2C=CC=CC=2)(C2C=CC=CC=2)C2C=CC=CC=2)[P](C2C=CC=CC=2)(C2C=CC=CC=2)C2C=CC=CC=2)(C2C=CC=CC=2)C2C=CC=CC=2)=CC=1>[CH3:1][O:2][C:3]([C:5]1[S:6][C:7]([C:20]2[C:21]([NH2:27])=[N:22][CH:23]=[C:24]([C:33]3[CH:32]=[CH:31][CH:30]=[C:29]([Cl:28])[CH:34]=3)[CH:25]=2)=[CH:8][C:9]=1[O:10][CH:11]([C:13]1[CH:18]=[CH:17][CH:16]=[CH:15][C:14]=1[Cl:19])[CH3:12])=[O:4] |f:2.3.4,^1:57,59,78,97|. Procedure: 5-(2-Amino-5-bromo-pyridin-3-yl)-3-[1-(2-chloro-phenyl)-ethoxy]-thiophene-2-carboxylic acid methyl ester (120 mg, 0.26 mmol, 1.0 Eq.), 3-chlorophenyl boronic acid (44 mg, 0.28 mmol, 1.1 Eq.) and Pd(PPh3)4 (30 mg, 0.03 mmol, 0.1 Eq.) were dissolved in toluene (1.6 mL) and EtOH (0.4 mL). 2M K2CO3 (0.5 mL, 1.0 mmol, 3.0 Eq) and the reaction heated under microwave conditions at 140° C. for 15 minutes. The reaction was partitioned between EtOAc (10 mL) and water (10 mL) and the aqueous phase extracte... Procedure details: Treatment of 2′,4′-dichloro-6-fluorobiphenyl-2-ol (1.6 g, 6.2 mmol) with potassium carbonate (1.3 g, 9.3 mmol) and allyl bromide (0.79 mL, 9.3 mmol) in DMSO (50 mL) according to the procedure described for Example 69, Step 3 provided 1.7 g (92%) of 2′-allyloxy-2,4-dichloro-6′-fluorobiphenyl as a pale yellow oil. Run in CS(=O)C (DMSO). Reaction SMILES: [Cl:1][C:2]1[CH:7]=[C:6]([Cl:8])[CH:5]=[CH:4][C:3]=1[C:9]1[C:10]([OH:16])=[CH:11][CH:12]=[CH:13][C:14]=1[F:15].C(=O)([O-])[O-].[K+].[K+].[CH2:23](Br)[CH:24]=[CH2:25]>CS(C)=O>[CH2:25]([O:16][C:10]1[CH:11]=[CH:12][CH:13]=[C:14]([F:15])[C:9]=1[C:3]1[CH:4]=[CH:5][C:6]([Cl:8])=[CH:7][C:2]=1[Cl:1])[CH:24]=[CH2:23] |f:1.2.3|. Yields the product C(C=C)OC1=C(C(=CC=C1)F)C1=C(C=C(C=C1)Cl)Cl (2′-allyloxy-2,4-dichloro-6′-fluorobiphenyl). Reactants: ClC1=C(C=CC(=C1)Cl)C=1C(=CC=CC1F)O (2′,4′-dichloro-6-fluorobiphenyl-2-ol), C([O-])([O-])=O.[K+].[K+] (potassium carbonate), C(C=C)Br (allyl bromide). The yield is 92.3%.